Dataset: the Open Reaction Database (ORD), a public repository of structured organic reaction records. Task: describe an organic reaction: reactants, conditions, products, and yield The reactants are CCCCCC, CCOC(C)=O, Clc1ccc(Cc2c[nH]c3ccccc23)cc1, ClC(Cl)(Cl)Cl, O=C1CCC(=O)N1Br. Product: Clc1ccc(Cc2c(Br)[nH]c3ccccc23)cc1. As a reaction SMILES: [CH3:31][CH2:32][CH2:33][CH2:34][CH2:35][CH3:36].[CH3:37][CH2:38][O:39][C:40]([CH3:41])=[O:42].[Cl:1][c:2]1[cH:3][cH:4][c:5]([CH2:6][c:7]2[cH:8][nH:9][c:10]3[cH:11][cH:12][cH:13][cH:14][c:15]23)[cH:16][cH:17]1.[Cl:26][C:27]([Cl:28])([Cl:29])[Cl:30].[O:18]=[C:19]1[N:20]([Br:25])[C:21](=[O:22])[CH2:23][CH2:24]1>>[Cl:1][c:2]1[cH:3][cH:4][c:5]([CH2:6][c:7]2[c:8]([Br:25])[nH:9][c:10]3[cH:11][cH:12][cH:13][cH:14][c:15]23)[cH:16][cH:17]1. Reactants: CNC1CN(Cc2ccccc2)CCC1C, CC(C)O, CCN(C(C)C)C(C)C, Nc1nccc(Cl)c1[N+](=O)[O-]. Product: CC1CCN(Cc2ccccc2)CC1N(C)c1ccnc(N)c1[N+](=O)[O-]. Reaction SMILES: [CH2:12]([c:13]1[cH:14][cH:15][cH:16][cH:17][cH:18]1)[N:19]1[CH2:20][CH:21]([NH:26][CH3:27])[CH:22]([CH3:25])[CH2:23][CH2:24]1.[CH3:37][CH:38]([OH:39])[CH3:40].[CH:28]([N:29]([CH2:30][CH3:31])[CH:32]([CH3:33])[CH3:34])([CH3:35])[CH3:36].[Cl:1][c:2]1[c:3]([N+:9](=[O:10])[O-:11])[c:4]([NH2:8])[n:5][cH:6][cH:7]1>>[c:2]1([N:26]([CH:21]2[CH2:20][N:19]([CH2:12][c:13]3[cH:14][cH:15][cH:16][cH:17][cH:18]3)[CH2:24][CH2:23][CH:22]2[CH3:25])[CH3:27])[c:3]([N+:9](=[O:10])[O-:11])[c:4]([NH2:8])[n:5][cH:6][cH:7]1. The reactants are aqueous solution, C=1(C(=CC=CC1)S(=O)(=O)O)C (toluene sulfonic acid), C(CCC(=O)C)(=O)O (levulinic acid), C(=O)O (formic acid), C=CCCCC (1-hexene), C=CCCCC (1-hexene). Conditions: temperature 100 celsius. Product: C(CCC(=O)C)(=O)OCCCCCC (hexyl levulinate). Reaction SMILES: [C:1]([OH:8])(=[O:7])[CH2:2][CH2:3][C:4]([CH3:6])=[O:5].C(O)=O.[C:12]1(C)[C:13](S(O)(=O)=O)=[CH:14][CH:15]=[CH:16][CH:17]=1.C=CCCCC>>[C:1]([O:8][CH2:14][CH2:13][CH2:12][CH2:17][CH2:16][CH3:15])(=[O:7])[CH2:2][CH2:3][C:4]([CH3:6])=[O:5]. Procedure: A 5 cc autoclave is charged with 2 cc of an aqueous solution containing 2 mmoles of levulinic acid and 0.2 mmoles of formic acid. 3 wt. % toluene sulfonic acid is added as a catalyst. The reactor is pressurized to 0.69 MPa with 1-hexene and heated to 100° C. for 2 hours while maintaining a constant pressure of 1-hexene. After cooling, the organic phase is separated. A mixture of hexyl formate and hexyl levulinate is formed as product. The reactants are Cl (HCl), COC(C[C@@H]1COC2=C1C=CC(=C2)O[C@@H]2CCC1=C(C=CC(=C21)F)C=2C(=NC=CC2)F)=O ({(S)-6-[(R)-7-fluoro-4-(2-fluoro-pyridin-3-yl)-indan-1-yloxy]-2,3-dihydro-benzofuran-3-yl}-acetic acid methyl ester), N1CCOCC1 (morpholine), [OH-].[Na+] (NaOH). Solvent: CN1C(CCC1)=O (N-methyl-pyrrolidone). Reaction conditions: temperature 180 celsius, time 48 hour. The product is FC=1C=CC(=C2CC[C@H](C12)OC1=CC2=C([C@@H](CO2)CC(=O)O)C=C1)C=1C(=NC=CC1)N1CCOCC1 ({(S)-6-[(R)-7-Fluoro-4-(2-morpholin-4-yl-pyridin-3-yl)-indan-1-yloxy]-2,3-dihydro-benzofuran-3-yl}-acetic acid). As a reaction SMILES: C[O:2][C:3](=[O:32])[CH2:4][C@H:5]1[C:9]2[CH:10]=[CH:11][C:12]([O:14][C@H:15]3[C:23]4[C:18](=[C:19]([C:25]5[C:26](F)=[N:27][CH:28]=[CH:29][CH:30]=5)[CH:20]=[CH:21][C:22]=4[F:24])[CH2:17][CH2:16]3)=[CH:13][C:8]=2[O:7][CH2:6]1.[NH:33]1[CH2:38][CH2:37][O:36][CH2:35][CH2:34]1.[OH-].[Na+].Cl>CN1CCCC1=O>[F:24][C:22]1[CH:21]=[CH:20][C:19]([C:25]2[C:26]([N:33]3[CH2:38][CH2:37][O:36][CH2:35][CH2:34]3)=[N:27][CH:28]=[CH:29][CH:30]=2)=[C:18]2[C:23]=1[C@H:15]([O:14][C:12]1[CH:11]=[CH:10][C:9]3[C@H:5]([CH2:4][C:3]([OH:32])=[O:2])[CH2:6][O:7][C:8]=3[CH:13]=1)[CH2:16][CH2:17]2 |f:2.3|. Reported procedure: A mixture of {(S)-6-[(R)-7-fluoro-4-(2-fluoro-pyridin-3-yl)-indan-1-yloxy]-2,3-dihydro-benzofuran-3-yl}-acetic acid methyl ester (0.10 g), morpholine (0.10 g) and N-methyl-pyrrolidone (2 mL) is stirred at 180° C. for 48 h. After cooling to room temperature, 2 N aqueous NaOH solution (0.5 mL) is added, and the resulting mixture is stirred at 40° C. for 2 h. The mixture is neutralized with 1 N aqueous HCl solution and concentrated. The residue is chromatographed on reversed phase (HPLC; acetonitri... Starting materials: CN1COCN(Cc2cnc(SCc3ccccc3)s2)C1=N[N+](=O)[O-], Cl, Clc1ccccc1, Cl. Product: CN1COCN(Cc2cnc(Cl)s2)C1=N[N+](=O)[O-]. As a reaction SMILES: [CH2:2]([S:3][c:10]1[s:11][c:12]([CH2:15][N:16]2[CH2:17][O:18][CH2:19][N:20]([CH3:26])[C:21]2=[N:22][N+:23](=[O:24])[O-:25])[cH:13][n:14]1)[c:4]1[cH:5][cH:6][cH:7][cH:8][cH:9]1.[Cl:27].[Cl:28][c:29]1[cH:30][cH:31][cH:32][cH:33][cH:34]1.[ClH:1]>>[Cl:1][c:10]1[s:11][c:12]([CH2:15][N:16]2[CH2:17][O:18][CH2:19][N:20]([CH3:26])[C:21]2=[N:22][N+:23](=[O:24])[O-:25])[cH:13][n:14]1. Starting materials: ClC1=CC(=C(C(=O)N(CC)CC)C=C1)C(F)(F)F (4-chloro-N,N-diethyl-2-(trifluoromethyl)benzamide), C([O-])([O-])=O.[K+].[K+] (potassium carbonate), C(C)[Zn]CC (diethylzinc), solution. The solvent is CN(C=O)C (N,N-dimethylformamide), C1(=CC=CC=C1)C (toluene). Conditions: temperature 120 celsius. Product: C(C)N(C(C1=C(C=C(C=C1)CC)C(F)(F)F)=O)CC (N,N,4-Triethyl-2-(trifluoromethyl)benzamide). Yield: 75.0%. As a reaction SMILES: Cl[C:2]1[CH:14]=[CH:13][C:5]([C:6]([N:8]([CH2:11][CH3:12])[CH2:9][CH3:10])=[O:7])=[C:4]([C:15]([F:18])([F:17])[F:16])[CH:3]=1.C(=O)([O-])[O-].[K+].[K+].[CH2:25]([Zn]CC)[CH3:26]>CN(C)C=O.C1(C)C=CC=CC=1>[CH2:9]([N:8]([CH2:11][CH3:12])[C:6](=[O:7])[C:5]1[CH:13]=[CH:14][C:2]([CH2:25][CH3:26])=[CH:3][C:4]=1[C:15]([F:18])([F:17])[F:16])[CH3:10] |f:1.2.3|. Procedure: To a solution of 4-chloro-N,N-diethyl-2-(trifluoromethyl)benzamide (5.04 g, 18 mmol) in 100 mL of N,N-dimethylformamide was added potassium carbonate (6.2 g, 45 mmol) and diethylzinc (29.5 mL of a 1.1 M solution in toluene, 32.4 mmol). The mixture was degassed and then there was added POPd (Combiphos) (0.27 g, 0.54 mmol). The resulting solution was heated at 120° C. in a sealed tube for 18 h. The mixture was allowed to cool and was diluted with water and extracted with ethyl acetate. The organic... Starting materials: O.C1(=CC=C(C=C1)S(=O)(=O)O)C (p-Toluenesulfonic acid monohydrate), crude product, C(C)(C)(C)OC(=O)[C@@]1([C@@](C1)(C1=CC=CC=C1)CN=[N+]=[N-])NC(=O)OC(C)(C)C ((1R*,2S*)-2-azidomethyl-1-t-butoxycarbonylamino-2-phenyl-cyclopropanecarboxylic acid t-butyl ester), C(C)(C)(C)OC(=O)[C@@]1([C@](C1)(C1=CC=CC=C1)CO)NC(=O)OC(C)(C)C ((1R*,2S*)-1-t-butoxycarbonylamino-2-hydroxymethyl-2-phenyl-cyclopropanecarboxylic acid t-butyl ester), O (water). The solvent is C(C)#N (acetonitrile). Conditions: time 14 hour. Product: crude product, C(C)(C)(C)OC(=O)[C@@]1([C@@](C1)(C1=CC=CC=C1)CN=[N+]=[N-])N ((1R*,2S*)-1-amino-2-azidomethyl-2-phenyl-cyclopropanecarboxylic acid t-butyl ester). RXN SMILES: O.C1(C)C=CC(S(O)(=O)=O)=CC=1.[C:13]([O:17][C:18]([C@@:20]1([NH:33]C(OC(C)(C)C)=O)[CH2:22][C@@:21]1([CH2:29][N:30]=[N+:31]=[N-:32])[C:23]1[CH:28]=[CH:27][CH:26]=[CH:25][CH:24]=1)=[O:19])([CH3:16])([CH3:15])[CH3:14].C(OC([C@@]1(NC(OC(C)(C)C)=O)C[C@]1(CO)C1C=CC=CC=1)=O)(C)(C)C.O>C(#N)C>[C:13]([O:17][C:18]([C@@:20]1([NH2:33])[CH2:22][C@@:21]1([CH2:29][N:30]=[N+:31]=[N-:32])[C:23]1[CH:28]=[CH:27][CH:26]=[CH:25][CH:24]=1)=[O:19])([CH3:16])([CH3:14])[CH3:15] |f:0.1|. Procedure details: p-Toluenesulfonic acid monohydrate (5.2 g, 27 mmol) was added to a solution of the crude product (5.0 g) of (1R*,2S*)-2-azidomethyl-1-t-butoxycarbonylamino-2-phenyl-cyclopropanecarboxylic acid t-butyl ester, which was made from (1R*,2S*)-1-t-butoxycarbonylamino-2-hydroxymethyl-2-phenyl-cyclopropanecarboxylic acid t-butyl ester obtained in Preparation Example 2-6 by general method step 5-3, in acetonitrile (40 mL). The mixture was stirred at room temperature for 14 hours. After water (16 mL) was ...